describe an organic reaction: reactants, conditions, products, and yield From a dataset of the Open Reaction Database (ORD), a public repository of structured organic reaction records. Reactants: CC(C)(C)[O-], COC(=O)c1ccc(-c2ccc(NC(=O)CCCCl)nc2C)cc1, [K+], CN(C)C=O, O. Product: COC(=O)c1ccc(-c2ccc(N3CCCC3=O)nc2C)cc1. Reaction SMILES: [CH3:25][C:26]([CH3:27])([O-:28])[CH3:29].[Cl:1][CH2:2][CH2:3][CH2:4][C:5](=[O:6])[NH:7][c:8]1[cH:9][cH:10][c:11](-[c:15]2[cH:16][cH:17][c:18]([C:19](=[O:20])[O:21][CH3:22])[cH:23][cH:24]2)[c:12]([CH3:14])[n:13]1.[K+:30].[O:32]=[CH:33][N:34]([CH3:35])[CH3:36].[OH2:31]>>[CH2:2]1[CH2:3][CH2:4][C:5](=[O:6])[N:7]1[c:8]1[cH:9][cH:10][c:11](-[c:15]2[cH:16][cH:17][c:18]([C:19](=[O:20])[O:21][CH3:22])[cH:23][cH:24]2)[c:12]([CH3:14])[n:13]1.